Dataset: the Open Reaction Database (ORD), a public repository of structured organic reaction records. Task: describe an organic reaction: reactants, conditions, products, and yield Reactants: FC1=C(C(=O)N)C=CC=C1 (2-fluorobenzamide), C(C(=O)Cl)(=O)Cl (oxalyl chloride). Solvent: ClCCCl (1,2-dichloroethane). Conditions: temperature 100 celsius, time 8 hour. Yields the product FC1=C(C(=O)N=C=O)C=CC=C1 (2-fluorobenzoyl isocyanate). As a reaction SMILES: [F:1][C:2]1[CH:10]=[CH:9][CH:8]=[CH:7][C:3]=1[C:4]([NH2:6])=[O:5].C(Cl)(=O)[C:12](Cl)=[O:13]>ClCCCl>[F:1][C:2]1[CH:10]=[CH:9][CH:8]=[CH:7][C:3]=1[C:4]([N:6]=[C:12]=[O:13])=[O:5]. Procedure details: 0.43 g (3.1 mmol) of 2-fluorobenzamide and 0.43 g (3.4 mmol, 1.1 eq) of oxalyl chloride were added to 10 ml of 1,2-dichloroethane and then the mixture was stirred for 8 hours at 100° C. The reaction solution was cooled down to room temperature. The reaction solvent and excessive oxalyl chloride were removed by distillation under reduced pressure to obtain 2-fluorobenzoyl isocyanate in an oily state. 10 ml of fresh 1,2-dichloroethane and 0.85 g (3.1 mmol) of 2-bromo-4-chloro-5-trifluoromethyl ani... Reactants: O[C@H](CC=1C(=CC2=C(OCO2)C1)C(C1=CC=C(C=C1)[N+](=O)[O-])=NNC(C)=O)C ((S)-Acetic acid [[6-[2-[hydroxy]propyl]-1,3-benzodioxol-5-yl](4-nitrophenyl)methylene]hydrazide), C1(=CC=CC=C1)P(C1=CC=CC=C1)C1=CC=CC=C1 (triphenylphosphine), N(=NC(=O)OCC)C(=O)OCC (diethyl azodicarboxylate). Solvent: O1CCCC1 (tetrahydrofuran), O1CCCC1 (tetrahydro-furan). Reaction conditions: time 2 hour. Yields the product C(C)(=O)N1N=C(C2=C(C[C@H]1C)C=C1C(=C2)OCO1)C1=CC=C(C=C1)[N+](=O)[O-] ((R)-7-Acetyl-8,9-dihydro-8-methyl-5-(4-nitrophenyl)-7H-1,3-dioxolo[4,5-h][2,3]benzodiazepine). The yield is 51.0%. RXN SMILES: O[C@@H:2]([CH3:28])[CH2:3][C:4]1[C:5]([C:13](=[N:23][NH:24][C:25](=[O:27])[CH3:26])[C:14]2[CH:19]=[CH:18][C:17]([N+:20]([O-:22])=[O:21])=[CH:16][CH:15]=2)=[CH:6][C:7]2[O:11][CH2:10][O:9][C:8]=2[CH:12]=1.C1(P(C2C=CC=CC=2)C2C=CC=CC=2)C=CC=CC=1.N(C(OCC)=O)=NC(OCC)=O>O1CCCC1>[C:25]([N:24]1[C@H:2]([CH3:28])[CH2:3][C:4]2[CH:12]=[C:8]3[O:9][CH2:10][O:11][C:7]3=[CH:6][C:5]=2[C:13]([C:14]2[CH:19]=[CH:18][C:17]([N+:20]([O-:22])=[O:21])=[CH:16][CH:15]=2)=[N:23]1)(=[O:27])[CH3:26]. Procedure: 1.05 grams (S)-Acetic acid [[6-[2-[hydroxy]propyl]-1,3-benzodioxol-5-yl](4-nitrophenyl)methylene]hydrazide and 0.78 grams triphenylphosphine in 70 mL tetrahydrofuran were cooled to 0° C. 0.57 grams diethyl azodicarboxylate in 5 mL tetrahydro-furan was added dropwise over 15 min. The resulting mixture was stirred for 2 h then warmed to room temperature for 2 h. The mixture was transferred to a separatory funnel and the solution was washed with 1N HC1, water and brine. The organic phase was dried ... Starting materials: [CH3], ClCCl, O=S(=O)(OS(=O)(=O)C(F)(F)F)C(F)(F)F, COC(=O)CC1CCc2c1ccc(O)c2C, c1ccncc1. The product is COC(=O)CC1CCc2c1ccc(OS(=O)(=O)C(F)(F)F)c2C. RXN SMILES: [CH3:22].[Cl:39][CH2:40][Cl:41].[F:7][C:8]([F:9])([F:10])[S:11](=[O:12])(=[O:13])[O:14][S:15]([C:16]([F:17])([F:18])[F:19])(=[O:20])=[O:21].[OH:23][c:24]1[c:25]([CH3:38])[c:26]2[c:30]([cH:31][cH:32]1)[CH:29]([CH2:33][C:34](=[O:35])[O:36][CH3:37])[CH2:28][CH2:27]2.[cH:1]1[cH:2][cH:3][n:4][cH:5][cH:6]1>>[F:7][C:8]([F:9])([F:10])[S:11](=[O:12])(=[O:13])[O:14][c:24]1[c:25]([CH3:38])[c:26]2[c:30]([cH:31][cH:32]1)[CH:29]([CH2:33][C:34](=[O:35])[O:36][CH3:37])[CH2:28][CH2:27]2. The reactants are CC(=C[C@@H]1[C@@H](C1(C)C)C(=O)O)C (cis chrysanthemic acid), Br.C(C)(=O)O (hydrogen bromide acetic acid). The solvent is C1(=CC=CC=C1)C (toluene). Run at time 30 minute. Yields the product CC(=CC1C(C1(C)C)C(=O)O)C (chrysanthemic acid). Isolated yield 96.0%. Reaction SMILES: [CH3:1][C:2]([CH3:12])=[CH:3][C@H:4]1[C:6]([CH3:8])([CH3:7])[C@H:5]1[C:9]([OH:11])=[O:10].Br.C(O)(=O)C>C1(C)C=CC=CC=1>[CH3:1][C:2]([CH3:12])=[CH:3][CH:4]1[C:6]([CH3:7])([CH3:8])[CH:5]1[C:9]([OH:11])=[O:10] |f:1.2|. Procedure details: To a solution of cis chrysanthemic acid (10 g) in toluene (53 ml) was added a solution of 25% hydrogen bromide-acetic acid (1.3 g) at room temperature under a nitrogen atmosphere. Irradiation with a high pressure mercury lamp (110 W) was made for 30 minutes under stirring. After the irradiation was over, similar after-treatment as in Example 1 was applied to obtain chrysanthemic acid (9.6 g). Gas chromatography assay of the product gave the isomer ratio: cis, 8.6%; and trans, 91.4%. Reactants: C(C)OC(CC1=CC=C(C=C1)SCC(C)=O)=O ([4-(2-Oxo-propylsulfanyl)-phenyl]-acetic acid ethyl ester), Cl.ClC=1C=C(C=CC1)NN (3-chlorophenylhydrazine hydrochloride). Product: C(C)OC(CC1=CC=C(C=C1)SC1=C(NC2=CC(=CC=C12)Cl)C)=O ([4-(6-Chloro-2-methyl-1H-indol-3-ylsulfanyl)-phenyl]-acetic acid ethyl ester). Reaction SMILES: [CH2:1]([O:3][C:4](=[O:17])[CH2:5][C:6]1[CH:11]=[CH:10][C:9]([S:12][CH2:13][C:14](=O)[CH3:15])=[CH:8][CH:7]=1)[CH3:2].Cl.[Cl:19][C:20]1[CH:21]=[C:22]([NH:26]N)[CH:23]=[CH:24][CH:25]=1>>[CH2:1]([O:3][C:4](=[O:17])[CH2:5][C:6]1[CH:11]=[CH:10][C:9]([S:12][C:13]2[C:23]3[C:22](=[CH:21][C:20]([Cl:19])=[CH:25][CH:24]=3)[NH:26][C:14]=2[CH3:15])=[CH:8][CH:7]=1)[CH3:2] |f:1.2|. Procedure: Prepared according to the procedure described in Example 2, Step 1, using the following starting materials: [4-(2-Oxo-propylsulfanyl)-phenyl]-acetic acid ethyl ester and 3-chlorophenylhydrazine hydrochloride.